The task is: describe an organic reaction: reactants, conditions, products, and yield. This data is from the Open Reaction Database (ORD), a public repository of structured organic reaction records. Reactants: ClC1=CC=C2C(=CC=NC2=C1)N1CCN(CC1)C(=O)NC1CC(CCCC1)=O (4-(7-chloro-4-quinolinyl)-N-(3-oxocycloheptyl)-1-piperazinecarboxamide), C[Mg+].[Br-] (MeMgBr). Run in C1CCOC1 (THF). Conditions: time 5 hour. The product is ClC1=CC=C2C(=CC=NC2=C1)N1CCN(CC1)C(=O)NC1CC(CCCC1)(C)O (4-(7-Chloro-4-quinolinyl)-N-(3-hydroxy-3-methylcycloheptyl)-1-piperazinecarboxamide). RXN SMILES: [Cl:1][C:2]1[CH:11]=[C:10]2[C:5]([C:6]([N:12]3[CH2:17][CH2:16][N:15]([C:18]([NH:20][CH:21]4[CH2:27][CH2:26][CH2:25][CH2:24][C:23](=[O:28])[CH2:22]4)=[O:19])[CH2:14][CH2:13]3)=[CH:7][CH:8]=[N:9]2)=[CH:4][CH:3]=1.[CH3:29][Mg+].[Br-]>C1COCC1>[Cl:1][C:2]1[CH:11]=[C:10]2[C:5]([C:6]([N:12]3[CH2:17][CH2:16][N:15]([C:18]([NH:20][CH:21]4[CH2:27][CH2:26][CH2:25][CH2:24][C:23]([OH:28])([CH3:29])[CH2:22]4)=[O:19])[CH2:14][CH2:13]3)=[CH:7][CH:8]=[N:9]2)=[CH:4][CH:3]=1 |f:1.2|. Procedure: To a stirred solution of 4-(7-chloro-4-quinolinyl)-N-(3-oxocycloheptyl)-1-piperazinecarboxamide (8 mg, 0.02 mmol) in THF (3 mL) was added a solution of MeMgBr (3M, 0.1 mL) at 0° C. After 5 h at 0° C., the reaction mixture was quenched with MeOH and Na2CO3 (sat. 50 mL). The reaction mixture was extracted with CH2Cl2, washed with brine, and dried over Na2SO4. Concentration in vacuo followed by preparative TLC gave the title product. LC-MS: 401 (M++1). 1H NMR (CDCl3) δ 8.78 (d, 1H), 8.05 (s, 1H), 7...